This data is from the Open Reaction Database (ORD), a public repository of structured organic reaction records. The task is: describe an organic reaction: reactants, conditions, products, and yield Reported procedure: Following General procedure P (LDA metallation, ketone formation and in situ deprotection) using 4-cyano-3-(1,3,5-trimethyl-1H-pyrazol-4-yl)-benzoic acid methyl ester and [1-(3-dimethylaminomethyl-3H-imidazo[4,5-b]pyridin-5-yl)-piperidin-4-yl]-dimethyl-amine to give 4-[5-(4-dimethylamino-piperidin-1-yl)-3H-imidazo[4,5-b]pyridine-2-carbonyl]-2-(1,3,5-trimethyl-1H-pyrazol-4-yl)-benzonitrile. (84%). HRMS m/z 483.2620 (M+H)+. Yields the product CN(C1CCN(CC1)C1=CC=C2C(=N1)NC(=N2)C(=O)C2=CC(=C(C#N)C=C2)C=2C(=NN(C2C)C)C)C (4-[5-(4-dimethylamino-piperidin-1-yl)-3H-imidazo[4,5-b]pyridine-2-carbonyl]-2-(1,3,5-trimethyl-1H-pyrazol-4-yl)-benzonitrile). The reactants are [Li+].CC(C)[N-]C(C)C (LDA), CN(C)CN1C=NC=2C1=NC(=CC2)N2CCC(CC2)N(C)C ([1-(3-dimethylaminomethyl-3H-imidazo[4,5-b]pyridin-5-yl)-piperidin-4-yl]-dimethyl-amine), ketone, COC(C1=CC(=C(C=C1)C#N)C=1C(=NN(C1C)C)C)=O (4-cyano-3-(1,3,5-trimethyl-1H-pyrazol-4-yl)-benzoic acid methyl ester). As a reaction SMILES: [Li+].CC([N-]C(C)C)C.CO[C:11](=[O:28])[C:12]1[CH:17]=[CH:16][C:15]([C:18]#[N:19])=[C:14]([C:20]2[C:21]([CH3:27])=[N:22][N:23]([CH3:26])[C:24]=2[CH3:25])[CH:13]=1.CN(C[N:33]1[C:37]2=[N:38][C:39]([N:42]3[CH2:47][CH2:46][CH:45]([N:48]([CH3:50])[CH3:49])[CH2:44][CH2:43]3)=[CH:40][CH:41]=[C:36]2[N:35]=[CH:34]1)C>>[CH3:49][N:48]([CH3:50])[CH:45]1[CH2:46][CH2:47][N:42]([C:39]2[N:38]=[C:37]3[NH:33][C:34]([C:11]([C:12]4[CH:17]=[CH:16][C:15]([C:18]#[N:19])=[C:14]([C:20]5[C:21]([CH3:27])=[N:22][N:23]([CH3:26])[C:24]=5[CH3:25])[CH:13]=4)=[O:28])=[N:35][C:36]3=[CH:41][CH:40]=2)[CH2:43][CH2:44]1 |f:0.1|. Solvent: C1(=CC=CC=C1)C (toluene), C1(=CC=CC=C1)C (toluene). As a reaction SMILES: C([N:10]=[C:11]=[O:12])CCCCCN=C=O.[CH:13]1C=C(CN=C=O)C=C(CN=C=O)[CH:14]=1.[C:27]([O-:40])(=[O:39])[CH2:28][CH2:29]CCCCCCCCC.C([Sn+2]CCCC)CCC.C([O-])(=[O:62])CCCCCCCCCCC.COC1C=CC(O)=CC=1>C1(C)C=CC=CC=1>[C:27]([OH:40])(=[O:39])[CH:28]=[CH2:29].[NH2:10][C:11]([O:12][CH2:13][CH3:14])=[O:62] |f:2.3.4,7.8|. Starting materials: C1=CC(=CC(=C1)CN=C=O)CN=C=O (TAKENATE), C(CCCCCCCCCCCCCCC)OCCCCCCCCCCCCCCCC.O(CC[*:2])[*:1] (polyoxyethylene cetyl ether), C(CCCCCN=C=O)N=C=O (hexamethylene diisocyanate), C(CCCCCCCCCCCCCCC)OCCCCCCCCCCCCCCCC.O(CC[*:2])[*:1] (polyoxyethylene cetyl ether), polycaprolactone, C(CCCCCCCCCCC)(=O)[O-].C(CCC)[Sn+2]CCCC.C(CCCCCCCCCCC)(=O)[O-] (dibutyltin laurate), COC1=CC=C(O)C=C1 (hydroquinone monomethyl ether), isocyanurate, C(CCCCCCCCCCC)(=O)[O-].C(CCC)[Sn+2]CCCC.C(CCCCCCCCCCC)(=O)[O-] (dibutyltin laurate). Reported procedure: Into a flask similar to the flask in Synthesis Example 1 were charged 62.6 parts of toluene and 7.3 parts of a polyoxyethylene cetyl ether (“NONION P-205”, a trade name of NOF Corporation), followed by heating of the mixture to 40° C. After the confirmation of thorough dissolution of the polyoxyethylene cetyl ether, 50 parts of hexamethylene diisocyanate subjected to isocyanurate modification (TAKENATE D-170N) were charged and the mixture was heated to 70° C. After 30 minutes of the reaction at ... Reaction conditions: temperature 40 celsius. Product: C(C=C)(=O)O.NC(=O)OCC (urethane acrylate). Reactants: COC1=CC=2CCC=3[C@@H]4C=CC([C@@]4(C)CCC3C2C=C1)=O (3-methoxy-14α-estra-1,3,5(10), 8,15-pentaen-17-one), [H][H] (hydrogen). Reagents/catalysts: [Pd] (palladium-on-charcoal). Solvent: C(C)O (ethanol). Yields the product COC1=CC=2CCC=3[C@@H]4CCC([C@@]4(C)CCC3C2C=C1)=O (3-methoxyestra-1,3,5 (10),8-tetraen-17-one). Reaction SMILES: [CH3:1][O:2][C:3]1[CH:20]=[CH:19][C:18]2[C:17]3[CH2:16][CH2:15][C@@:13]4([CH3:14])[C@@H:9]([CH:10]=[CH:11][C:12]4=[O:21])[C:8]=3[CH2:7][CH2:6][C:5]=2[CH:4]=1.[H][H]>[Pd].C(O)C>[CH3:1][O:2][C:3]1[CH:20]=[CH:19][C:18]2[C:17]3[CH2:16][CH2:15][C@@:13]4([CH3:14])[C@@H:9]([CH2:10][CH2:11][C:12]4=[O:21])[C:8]=3[CH2:7][CH2:6][C:5]=2[CH:4]=1. Procedure: 0.5 g. of 3-methoxy-14α-estra-1,3,5(10), 8,15-pentaen-17-one in 25 ml. of ethanol is reduced catalytically with 50 mg. of 5% palladium-on-charcoal until a molar equivalent of hydrogen is taken up. The catalyst is filtered off and the filtrate evaporated to dryness to yield the known 3-methoxyestra-1,3,5 (10),8-tetraen-17-one which can be converted into estrone methyl ether by procedures outlined in Chemistry & Industry (London), 1022 (1960) or into 19-nor-Δ4 -steroids using the procedure of, for...